This data is from the Open Reaction Database (ORD), a public repository of structured organic reaction records. The task is: describe an organic reaction: reactants, conditions, products, and yield Starting materials: Cc1c(Nc2ccc(I)cc2F)c(NS(=O)(=O)C2CC(OCc3ccccc3)C2)c2n(c1=O)CCN2C(=O)OC(C)(C)C, Cl, C1COCCO1. Yields the product Cc1c(Nc2ccc(I)cc2F)c(NS(=O)(=O)C2CC(OCc3ccccc3)C2)c2n(c1=O)CCN2. As a reaction SMILES: [C:8]([O:9][C:10](=[O:11])[N:15]1[CH2:16][CH2:17][n:18]2[c:19]1[c:20]([NH:35][S:36](=[O:37])(=[O:38])[CH:39]1[CH2:40][CH:41]([O:43][CH2:44][c:45]3[cH:46][cH:47][cH:48][cH:49][cH:50]3)[CH2:42]1)[c:21]([NH:26][c:27]1[c:28]([F:34])[cH:29][c:30]([I:33])[cH:31][cH:32]1)[c:22]([CH3:25])[c:23]2=[O:24])([CH3:12])([CH3:13])[CH3:14].[ClH:1].[O:2]1[CH2:3][CH2:4][O:5][CH2:6][CH2:7]1>>[NH:15]1[CH2:16][CH2:17][n:18]2[c:19]1[c:20]([NH:35][S:36](=[O:37])(=[O:38])[CH:39]1[CH2:40][CH:41]([O:43][CH2:44][c:45]3[cH:46][cH:47][cH:48][cH:49][cH:50]3)[CH2:42]1)[c:21]([NH:26][c:27]1[c:28]([F:34])[cH:29][c:30]([I:33])[cH:31][cH:32]1)[c:22]([CH3:25])[c:23]2=[O:24].